Dataset: the Open Reaction Database (ORD), a public repository of structured organic reaction records. Task: describe an organic reaction: reactants, conditions, products, and yield The reactants are C1(CCCCC1)N=C=NC1CCCCC1 (dicyclohexylcarbodiimide), C[C@@H]1C[C@H]2[C@H](O2)/C=C\C=C\C(=O)CC3=C(C(=CC(=C3Cl)O)O)C(=O)O1 (radicicol), S1C(=CC=C1)C=CC(=O)O (3-(2-thienyl)acrylic acid). Solvent: O1CCCC1 (tetrahydrofuran). Product: CN(C)C1=NC=CC=C1 (dimethylaminopyridine), title compound. Reaction SMILES: [CH3:1][C@H]1OC(=O)C2C(O)=CC(O)=C(Cl)C=2CC(=O)C=CC=C[C@H]2O[C@H]2C1.S1C=CC=C1C=CC(O)=O.[CH:36]1([N:42]=[C:43]=[N:44][CH:45]2[CH2:50][CH2:49][CH2:48]CC2)CCCCC1>O1CCCC1>[CH3:1][N:42]([C:43]1[CH:48]=[CH:49][CH:50]=[CH:45][N:44]=1)[CH3:36]. Procedure: Following a procedure similar to that described in Example 12, but using 365 mg of radicicol, 462 mg of 3-(2-thienyl)acrylic acid, 10 ml of dry tetrahydrofuran, 619 mg of dicyclohexylcarbodiimide and a catalytic amount of dimethylaminopyridine, 526 mg of the title compound were obtained. The reactants are ClC=1C=CC(=C(C=O)C1)O (5-Chloro-2-hydroxy-benzaldehyde), FC(CI)(F)F (1,1,1-trifluoro-2-iodo-ethane), C(=O)([O-])[O-].[K+].[K+] (K2CO3). The solvent is CN(C)C=O (DMF). Product: ClC=1C=CC(=C(C=O)C1)OCC(F)(F)F (5-Chloro-2-(2,2,2-trifluoro-ethoxy)-benzaldehyde). Isolated yield 838.3%. Reaction SMILES: [Cl:1][C:2]1[CH:3]=[CH:4][C:5]([OH:10])=[C:6]([CH:9]=1)[CH:7]=[O:8].[F:11][C:12]([F:16])([F:15])[CH2:13]I.C([O-])([O-])=O.[K+].[K+]>CN(C=O)C>[Cl:1][C:2]1[CH:3]=[CH:4][C:5]([O:10][CH2:13][C:12]([F:16])([F:15])[F:11])=[C:6]([CH:9]=1)[CH:7]=[O:8] |f:2.3.4|. Procedure: 5-Chloro-2-hydroxy-benzaldehyde (3.1 g, 2 mmol), 1,1,1-trifluoro-2-iodo-ethane (2.4 mL, 24 mmol), K2CO3 (5.5 g, 40 mmol) and KI (0.1 g) were mixed in DMF (20 mL). Then the mixture was irradiated under microwave at 180° C. for 1 h. The mixture was filtered and the filtrate was concentrated. The residue was dissolved in ethyl acetate and washed with 1N NaOH. Then the organic layer was separated, dried over anhydrous Na2SO4 and concentrated to give title compound as a yellow solid (Yield: 4 g). Reactants: ClCC(=O)NC1=CC2=C(N=C(OC2)N[C@@H]2CCCC3=CC=CC=C23)C=C1 (2-Chloro-N-{2-[(R)-(1,2,3,4-tetrahydro-naphthalen-1-yl)amino]-4H-benzo[d][1,3]oxazin-6-yl}-acetamide), NCC(C)(O)C (1-amino-2-methyl-propan-2-ol). The solvent is C(C)#N (acetonitrile). Product: OC(CNCC(=O)NC1=CC2=C(N=C(OC2)N[C@@H]2CCCC3=CC=CC=C23)C=C1)(C)C (2-(2-Hydroxy-2-methyl-propylamino)-N-{2-[(R)-(1,2,3,4-tetrahydro-naphthalen-1-yl)amino]-4H-benzo[d][1,3]oxazin-6-yl}-acetamide). Isolated yield 88.0%. Reaction SMILES: Cl[CH2:2][C:3]([NH:5][C:6]1[CH:26]=[CH:25][C:9]2[N:10]=[C:11]([NH:14][C@H:15]3[C:24]4[C:19](=[CH:20][CH:21]=[CH:22][CH:23]=4)[CH2:18][CH2:17][CH2:16]3)[O:12][CH2:13][C:8]=2[CH:7]=1)=[O:4].[NH2:27][CH2:28][C:29]([CH3:32])([OH:31])[CH3:30]>C(#N)C>[OH:31][C:29]([CH3:32])([CH3:30])[CH2:28][NH:27][CH2:2][C:3]([NH:5][C:6]1[CH:26]=[CH:25][C:9]2[N:10]=[C:11]([NH:14][C@H:15]3[C:24]4[C:19](=[CH:20][CH:21]=[CH:22][CH:23]=4)[CH2:18][CH2:17][CH2:16]3)[O:12][CH2:13][C:8]=2[CH:7]=1)=[O:4]. Procedure details: Prepared from 2-chloro-N-{2-[(R)-(1,2,3,4-tetrahydro-naphthalen-1-yl)amino]-4H-benzo[d][1,3]oxazin-6-yl}-acetamide (Example 38 step A) (150 mg, 0.406 mmol, HPLC 1.185 min) and 1-amino-2-methyl-propan-2-ol (723 mg, 8.1 mmol) in acetonitrile (3 ml) according to the procedure described for Example 3 step B. Obtained the title compound as an off-white solid (151 mg, 88%, HPLC 0.563 min), MS (ISP) m/e=423.3 [(M+H)+].